This data is from the Open Reaction Database (ORD), a public repository of structured organic reaction records. The task is: describe an organic reaction: reactants, conditions, products, and yield Starting materials: C([O-])([O-])=O.[K+].[K+] (Potassium carbonate), CCOC(=O)C (EtOAc), ClC1=NC=2N3C(C(NC2C=N1)=O)(COCC3)C (2-Chloro-6a-methyl-6a,7,9,10-tetrahydro-[1,4]oxazino[3,4-h]pteridin-6(5H)-one), BrCC1CC1 ((bromomethyl)cyclopropane). The solvent is CS(=O)C (DMSO), O (water). Run at time 30 minute. The product is ClC1=NC=2N3C(C(N(C2C=N1)CC1CC1)=O)(COCC3)C (2-chloro-5-(cyclopropylmethyl)-6a-methyl-6a,7,9,10-tetrahydro-[1,4]oxazino[3,4-h]pteridin-6(5H)-one). Isolated yield 131.7%. RXN SMILES: [Cl:1][C:2]1[N:11]=[CH:10][C:9]2[NH:8][C:7](=[O:12])[C:6]3([CH3:17])[CH2:13][O:14][CH2:15][CH2:16][N:5]3[C:4]=2[N:3]=1.Br[CH2:19][CH:20]1[CH2:22][CH2:21]1.C(=O)([O-])[O-].[K+].[K+].CCOC(C)=O>CS(C)=O.O>[Cl:1][C:2]1[N:11]=[CH:10][C:9]2[N:8]([CH2:19][CH:20]3[CH2:22][CH2:21]3)[C:7](=[O:12])[C:6]3([CH3:17])[CH2:13][O:14][CH2:15][CH2:16][N:5]3[C:4]=2[N:3]=1 |f:2.3.4|. Procedure: 2-Chloro-6a-methyl-6a,7,9,10-tetrahydro-[1,4]oxazino[3,4-h]pteridin-6(5H)-one (0.846 g, 3.32 mmol) and (bromomethyl)cyclopropane (0.672 g, 4.98 mmol) were mixed in DMSO (5 ml). Potassium carbonate (0.918 g, 6.64 mmol) was added. The mixture was stirred for 30 minutes at room temperature and then for 2 hours at 35° C. EtOAc (40 ml) was added followed by addition of water (30 ml). Aqueous phase was separated and extracted with EtOAc (2×30 ml). The combined organic phase was washed with water (2×20... Starting materials: CCCCCC=C(c1ccc(C(=O)NCCC(=O)OC)cc1)c1ccc(OC)c(-c2ccc(C(F)(F)F)cc2)c1, CCO. The product is CCCCCCC(c1ccc(C(=O)NCCC(=O)OC)cc1)c1ccc(OC)c(-c2ccc(C(F)(F)F)cc2)c1. Reaction SMILES: [CH3:1][O:2][C:3]([CH2:4][CH2:5][NH:6][C:7]([c:8]1[cH:9][cH:10][c:11]([C:14](=[CH:15][CH2:16][CH2:17][CH2:18][CH2:19][CH3:20])[c:21]2[cH:22][c:23](-[c:29]3[cH:30][cH:31][c:32]([C:35]([F:36])([F:37])[F:38])[cH:33][cH:34]3)[c:24]([O:27][CH3:28])[cH:25][cH:26]2)[cH:12][cH:13]1)=[O:39])=[O:40].[CH3:41][CH2:42][OH:43]>>[CH3:1][O:2][C:3]([CH2:4][CH2:5][NH:6][C:7]([c:8]1[cH:9][cH:10][c:11]([CH:14]([CH2:15][CH2:16][CH2:17][CH2:18][CH2:19][CH3:20])[c:21]2[cH:22][c:23](-[c:29]3[cH:30][cH:31][c:32]([C:35]([F:36])([F:37])[F:38])[cH:33][cH:34]3)[c:24]([O:27][CH3:28])[cH:25][cH:26]2)[cH:12][cH:13]1)=[O:39])=[O:40]. Reactants: CC1=CC=C(C=C1)C(=O)O (p-toluylic acid), BrN1C(CCC1=O)=O (N-bromosuccinimide), resultant mixture. Reagents/catalysts: C(C1=CC=CC=C1)(=O)OOC(C1=CC=CC=C1)=O (dibenzoyl peroxide). Run in C(Cl)(Cl)(Cl)Cl (carbon tetrachloride). Yields the product BrCC1=CC=C(C(=O)O)C=C1 (4-bromomethylbenzoic acid). Isolated yield 65.3%. RXN SMILES: [CH3:1][C:2]1[CH:7]=[CH:6][C:5]([C:8]([OH:10])=[O:9])=[CH:4][CH:3]=1.[Br:11]N1C(=O)CCC1=O>C(Cl)(Cl)(Cl)Cl.C(OOC(=O)C1C=CC=CC=1)(=O)C1C=CC=CC=1>[Br:11][CH2:1][C:2]1[CH:7]=[CH:6][C:5]([C:8]([OH:10])=[O:9])=[CH:4][CH:3]=1. Reported procedure: 39.7 g (287 mmol) of p-toluylic acid, 51.2 g (287 mmol) of N-bromosuccinimide and 2.8 g (11.5 mmol) of dibenzoyl peroxide were suspended in 350 ml of carbon tetrachloride. Then, the resultant mixture was heated with vigorously stirring to perform a reaction under reflux for 2 hours. After completion of the reaction, the reaction mixture was cooled in ice bath. The deposited crystalline product was collected by filtration, which was then washed with hexane and water, followed by drying. The resul...